From a dataset of the Open Reaction Database (ORD), a public repository of structured organic reaction records. describe an organic reaction: reactants, conditions, products, and yield Reactants: C(C1=CC=CC=C1)O[C@H](CO)[C@@H](CO)O ((2R,3R)-2-benzyloxybutane-1,3,4-triol), C1(=CCCCC1)O[Si](C)(C)C (1-cyclohexenyloxytrimethylsilane). The reagents and catalysts are Cl (hydrochloric acid). Solvent: C(C)OCC (diethyl ether). Run at time 30 minute. The product is C(C1=CC=CC=C1)O[C@H](CO)[C@@H]1OC2(OC1)CCCCC2 (β(R)-benzyloxy-1,4-dioxaspiro[4,5]decane-2(R)-ethanol). The yield is 96624.1%. Reaction SMILES: [CH2:1]([O:8][C@@H:9]([C@H:12]([OH:15])[CH2:13][OH:14])[CH2:10][OH:11])[C:2]1[CH:7]=[CH:6][CH:5]=[CH:4][CH:3]=1.[C:16]1(O[Si](C)(C)C)[CH2:21][CH2:20][CH2:19][CH2:18][CH:17]=1>C(OCC)C.Cl>[CH2:1]([O:8][C@@H:9]([C@H:12]1[CH2:13][O:14][C:16]2([CH2:21][CH2:20][CH2:19][CH2:18][CH2:17]2)[O:15]1)[CH2:10][OH:11])[C:2]1[CH:7]=[CH:6][CH:5]=[CH:4][CH:3]=1. Reported procedure: 4.34 g (0.02 mol) of (2R,3R)-2-benzyloxybutane-1,3,4-triol were suspended in a mixture of 3.4 g (0.02 mmol) of 1-cyclohexenyloxytrimethylsilane and 40 ml of diethyl ether. Two drops of concentrated hydrochloric acid were added and the mixture was stirred at room temperature for 30 minutes. The mixture was then evaporated to give 5.65 g of β(R)-benzyloxy-1,4-dioxaspiro[4,5]decane-2(R)-ethanol in the form of a colourless viscous oil; MS: m/e 292 [M]+. Starting materials: C#CCBr, C1CCOC1, CCOCC, Cc1ccccc1, COCCOCCO, [H-], [Na+]. The product is C#CCOCCOCCOC. RXN SMILES: [Br:11][CH2:12][C:13]#[CH:14].[CH2:22]1[O:23][CH2:24][CH2:25][CH2:26]1.[CH2:27]([O:28][CH2:29][CH3:30])[CH3:31].[CH3:15][c:16]1[cH:17][cH:18][cH:19][cH:20][cH:21]1.[CH3:1][O:2][CH2:3][CH2:4][O:5][CH2:6][CH2:7][OH:8].[H-:10].[Na+:9]>>[CH3:1][O:2][CH2:3][CH2:4][O:5][CH2:6][CH2:7][O:8][CH2:14][C:13]#[CH:12]. Reactants: BrC1=CC=C(S1)C(=O)O (5-bromothiophene-2-carboxylic acid), [Cl-].C1(=CC=CC=C1)S(=O)(=O)NC(C[NH3+])C(=O)OC(C)(C)C (2-benzenesulfonylamino-2-tert-butoxycarbonyl-ethyl-ammonium chloride), Cl.CN(CCCN=C=NCC)C (1-[3-(dimethylamino)propyl]-3-ethylcarbodiimide hydrochloride), ON1N=NC2=C1C=CC=C2 (1-hydroxybenzotriazole), CN1CCOCC1 (4-methylmorpholine). The solvent is CN(C=O)C (dimethylformamide). Conditions: time 16 hour. Product: C(C)(C)(C)OC(C(CNC(=O)C=1SC(=CC1)Br)NS(=O)(=O)C1=CC=CC=C1)=O (2-Benzenesulfonylamino-3-[(5-bromo-thiophene-2-carbonyl)-amino]-propionic acid -tert-butyl ester). Isolated yield 90.1%. Reaction SMILES: [Br:1][C:2]1[S:6][C:5]([C:7]([OH:9])=O)=[CH:4][CH:3]=1.[Cl-].[C:11]1([S:17]([NH:20][CH:21]([C:24]([O:26][C:27]([CH3:30])([CH3:29])[CH3:28])=[O:25])[CH2:22][NH3+:23])(=[O:19])=[O:18])[CH:16]=[CH:15][CH:14]=[CH:13][CH:12]=1.Cl.CN(C)CCCN=C=NCC.ON1C2C=CC=CC=2N=N1.CN1CCOCC1>CN(C)C=O>[C:27]([O:26][C:24](=[O:25])[CH:21]([NH:20][S:17]([C:11]1[CH:16]=[CH:15][CH:14]=[CH:13][CH:12]=1)(=[O:19])=[O:18])[CH2:22][NH:23][C:7]([C:5]1[S:6][C:2]([Br:1])=[CH:3][CH:4]=1)=[O:9])([CH3:30])([CH3:28])[CH3:29] |f:1.2,3.4|. Procedure: A mixture of 5-bromothiophene-2-carboxylic acid (3.1 g, 15 mmol), 2-benzenesulfonylamino-2-tert-butoxycarbonyl-ethyl-ammonium chloride (4.58 g, 13.6 mmol), 1-[3-(dimethylamino)propyl]-3-ethylcarbodiimide hydrochloride (2.87 g, 15 mmol), 1-hydroxybenzotriazole (2.01 g, 15 mmol) and 4-methylmorpholine (3 mL, 27.3 mmol) in dry dimethylformamide (DMF, 36 mL) was stirred at room temperature for 16 h. The DMF was removed and the mixture was dissolved in ethyl acetate (400 mL), washed with water (25 mL... Starting materials: COC1=CC(=C(C=C1)C1=NN(C2=C(C=CC=C12)C(F)(F)F)CCC)C (3-(4-methoxy-2-methylphenyl)-1-propyl-7-(trifluoromethyl)-1H-indazole), B(Br)(Br)Br (boron tribromide), C1=CCCCC1 (cyclohexene). Yields the product CC=1C=C(C=CC1C1=NN(C2=C(C=CC=C12)C(F)(F)F)CCC)O (3-methyl-4-[1-propyl-7-(trifluoromethyl)-1H-indazol-3-yl]phenol). The yield is 108.9%. RXN SMILES: C[O:2][C:3]1[CH:8]=[CH:7][C:6]([C:9]2[C:17]3[C:12](=[C:13]([C:18]([F:21])([F:20])[F:19])[CH:14]=[CH:15][CH:16]=3)[N:11]([CH2:22][CH2:23][CH3:24])[N:10]=2)=[C:5]([CH3:25])[CH:4]=1.B(Br)(Br)Br.C1CCCCC=1>>[CH3:25][C:5]1[CH:4]=[C:3]([OH:2])[CH:8]=[CH:7][C:6]=1[C:9]1[C:17]2[C:12](=[C:13]([C:18]([F:21])([F:20])[F:19])[CH:14]=[CH:15][CH:16]=2)[N:11]([CH2:22][CH2:23][CH3:24])[N:10]=1. Procedure details: Prepared according to Method D step C from 3-(4-methoxy-2-methylphenyl)-1-propyl-7-(trifluoromethyl)-1H-indazole (0.087 g, 0.25 mmol), boron tribromide (0.136 mL, 1.4 mmol) and 1.0 mL of cyclohexene to give the product (0.091 g) as a white solid,